From a dataset of the Open Reaction Database (ORD), a public repository of structured organic reaction records. describe an organic reaction: reactants, conditions, products, and yield Starting materials: NN (hydrazine), OC(C(=O)OCC)CC(=O)C1=CC=C(C=C1)OC (ethyl 2-hydroxy-4-(4-methoxyphenyl)-4-oxo-butyrate). Solvent: C(C)O (ethanol). Conditions: temperature 60 celsius, time 4 hour. The product is COC1=CC=C(C=C1)C1=CC=C(N=N1)O (6-(4-methoxyphenyl)-pyridazin-3-ol). Yield: 97.6%. Reaction SMILES: [NH2:1][NH2:2].O[CH:4]([CH2:10][C:11]([C:13]1[CH:18]=[CH:17][C:16]([O:19][CH3:20])=[CH:15][CH:14]=1)=O)[C:5](OCC)=[O:6]>C(O)C>[CH3:20][O:19][C:16]1[CH:17]=[CH:18][C:13]([C:11]2[N:2]=[N:1][C:5]([OH:6])=[CH:4][CH:10]=2)=[CH:14][CH:15]=1. Reported procedure: 4.91 ml (98.0 mmol) of hydrazine was added to an ethanol solution (50 ml) of 20.62 g (82.0 mmol) of the obtained ethyl 2-hydroxy-4-(4-methoxyphenyl)-4-oxo-butyrate, and the reaction liquid was stirred at 60° C. for 4 h ours. The reaction liquid was concentrated under reduced pressure, and the resulting solid was washed with diethyl ether to obtain 16.18 g (yield: 80%) of 6-(4-methoxyphenyl)-pyridazin-3-ol as a white solid.